From a dataset of the Open Reaction Database (ORD), a public repository of structured organic reaction records. describe an organic reaction: reactants, conditions, products, and yield Starting materials: ClCCCOC1=C(C=C2C(=CC=NC2=C1)OC1=C(C=C(C=C1)C)C(=O)C1=CC=CC=C1)OC ((2-{[7-(3-Chloropropoxy)-6-methoxy-4-quinolyl]oxy}-5-methylphenyl)(phenyl)methanone), O (water), N1CCOCC1 (morpholine), C([O-])([O-])=O.[K+].[K+] (potassium carbonate). Solvent: CN(C=O)C (N,N-dimethylformamide). Run at temperature 80 celsius, time 8 hour. Yields the product CC=1C=CC(=C(C1)C(=O)C1=CC=CC=C1)OC1=CC=NC2=CC(=C(C=C12)OC)OCCCN1CCOCC1 ((5-Methyl-2-{[6-methoxy-7-(3-morpholinopropoxy)-4-quinolyl]oxy}phenyl)(phenyl)methanone). Isolated yield 65.4%. Reaction SMILES: Cl[CH2:2][CH2:3][CH2:4][O:5][C:6]1[CH:15]=[C:14]2[C:9]([C:10]([O:16][C:17]3[CH:22]=[CH:21][C:20]([CH3:23])=[CH:19][C:18]=3[C:24]([C:26]3[CH:31]=[CH:30][CH:29]=[CH:28][CH:27]=3)=[O:25])=[CH:11][CH:12]=[N:13]2)=[CH:8][C:7]=1[O:32][CH3:33].[NH:34]1[CH2:39][CH2:38][O:37][CH2:36][CH2:35]1.C(=O)([O-])[O-].[K+].[K+].O>CN(C)C=O>[CH3:23][C:20]1[CH:21]=[CH:22][C:17]([O:16][C:10]2[C:9]3[C:14](=[CH:15][C:6]([O:5][CH2:4][CH2:3][CH2:2][N:34]4[CH2:39][CH2:38][O:37][CH2:36][CH2:35]4)=[C:7]([O:32][CH3:33])[CH:8]=3)[N:13]=[CH:12][CH:11]=2)=[C:18]([C:24]([C:26]2[CH:27]=[CH:28][CH:29]=[CH:30][CH:31]=2)=[O:25])[CH:19]=1 |f:2.3.4|. Procedure: (2-{[7-(3-Chloropropoxy)-6-methoxy-4-quinolyl]oxy}-5-methylphenyl)(phenyl)methanone (62 mg), morpholine (40 mg), and potassium carbonate (100 mg) were suspended in N,N-dimethylformamide (4 ml), and the suspension was stirred at 80° C. overnight. The reaction solution was cooled to room temperature, water was then added to the reaction solution, and the mixture was extracted with ethyl acetate. The ethyl acetate layer was then washed with water and saturated brine and was dried over anhydrous sod... As a reaction SMILES: C[O-].[Na+].[Br-].[NH2:5][C:6]1[N:11]=[CH:10][CH:9]=[CH:8][N+:7]=1[CH2:12][CH2:13][C:14]1[CH:19]=[CH:18][CH:17]=[CH:16][C:15]=1[Br:20]>CO>[NH:5]=[C:6]1[N:11]=[CH:10][CH:9]=[CH:8][N:7]1[CH2:12][CH2:13][C:14]1[CH:19]=[CH:18][CH:17]=[CH:16][C:15]=1[Br:20] |f:0.1,2.3|. Run at time 2 hour. Yield: 81.3%. Yields the product N=C1N(C=CC=N1)CCC1=C(C=CC=C1)Br (1,2-Dihydro-2-imino-1-(o-bromophenethyl)pyrimidine). Procedure: To a solution of 3.3 g of sodium methoxide in 120 ml of anhydrous methanol is added 10.8 g of 2-amino-1-(o-bromophenethyl)pyrimidinium bromide, prepared as described in example 1 (G). The solution is stirred under nitrogen for 2 hours and then heated under reflux for 5 hours. The solvent is removed in vacuo and the residue is treated with 200 ml of anhydrous ether. The ether solution is washed, dried, and concentrated in vacuo to give about 6.8 g of yellow solid. This is recrystallized from hexa... Solvent: CO (methanol). The reactants are C[O-].[Na+] (sodium methoxide), [Br-].NC1=[N+](C=CC=N1)CCC1=C(C=CC=C1)Br (2-amino-1-(o-bromophenethyl)pyrimidinium bromide), example 1 ( G ). The reactants are solution, B(Br)(Br)Br (boron tribromide), COC1=CC=C(C=C1C)C1=NSC2=C1C=C(C=C2)N2C(N(C(=CC2=O)C(F)(F)F)C)=O (3-[3-(6-methoxy-m-tolyl)-1,2-benzisothiazol-5-yl]-1-methyl-6-(trifluoromethyl)-2,4(1H,3H)-pyrimidinedione). The solvent is C(Cl)Cl (methylene chloride), C(Cl)Cl (methylene chloride). Run at time 1 hour. Product: OC1=CC=C(C=C1C)C1=NSC2=C1C=C(C=C2)N2C(N(C(=CC2=O)C(F)(F)F)C)=O (3-[3-(6-Hydroxy-m-tolyl)-1,2-benzisothiazol-5-yl]-1-methyl-6-(trifluoromethyl)-2,4(1H,3H)-pyrimidinedione). Isolated yield 97.7%. As a reaction SMILES: C[O:2][C:3]1[C:8]([CH3:9])=[CH:7][C:6]([C:10]2[C:14]3[CH:15]=[C:16]([N:19]4[C:24](=[O:25])[CH:23]=[C:22]([C:26]([F:29])([F:28])[F:27])[N:21]([CH3:30])[C:20]4=[O:31])[CH:17]=[CH:18][C:13]=3[S:12][N:11]=2)=[CH:5][CH:4]=1.B(Br)(Br)Br>C(Cl)Cl>[OH:2][C:3]1[C:8]([CH3:9])=[CH:7][C:6]([C:10]2[C:14]3[CH:15]=[C:16]([N:19]4[C:24](=[O:25])[CH:23]=[C:22]([C:26]([F:29])([F:28])[F:27])[N:21]([CH3:30])[C:20]4=[O:31])[CH:17]=[CH:18][C:13]=3[S:12][N:11]=2)=[CH:5][CH:4]=1. Reported procedure: A solution of 3-[3-(6-methoxy-m-tolyl)-1,2-benzisothiazol-5-yl]-1-methyl-6-(trifluoromethyl)-2,4(1H,3H)-pyrimidinedione (111 g, 0.248 mol) in methylene chloride is cooled to -5° C., treated over one hour with a 1 M solution of boron tribromide in methylene chloride (322 mL, 0.322 mol), stirred for one hour, washed sequentially with water and brine, dried over anhydrous magnesium sulfate, and concentrated in vacuo to give the title product as a yellow solid (105 g, 98.1%) which is identified by N... Reactants: CS(=O)(=O)Cl (methanesulfonyl chloride), NC1=C(C(=O)O)C=C(C=C1C)Cl (2-amino-3-methyl-5-chlorobenzoic acid), NC1=C(C(=O)O)C=C(C=C1C)Cl (2-amino-3-methyl-5-chlorobenzoic acid), N1=CC=CC=C1 (pyridine), BrC1=NN(C(=C1)C(=O)O)C1=NC=CC=C1Cl (3-bromo-1-(3-chloro-2-pyridinyl)-1H-pyrazole-5-carboxylic acid), N1N=C(C=C1)C(=O)O (pyrazolecarboxylic acid), N1=CC=CC=C1 (pyridine), CS(=O)(=O)Cl (Methanesulfonyl chloride). The solvent is O (Water), C(C)#N (acetonitrile), C(C)#N (acetonitrile), C(C)#N (acetonitrile), C(C)#N (acetonitrile). Reaction conditions: temperature -5 celsius, time 5 minute. Product: BrC1=NN(C(=C1)C1=NC2=C(C(O1)=O)C=C(C=C2C)Cl)C2=NC=CC=C2Cl (2-[3-bromo-1-(3-chloro-2-pyridinyl)-1H-pyrazol-5-yl]-6-chloro-8-methyl-4H-3,1-benzoxazin-4-one). As a reaction SMILES: CS(Cl)(=O)=O.[Br:6][C:7]1[CH:11]=[C:10]([C:12]([OH:14])=O)[N:9]([C:15]2[C:20]([Cl:21])=[CH:19][CH:18]=[CH:17][N:16]=2)[N:8]=1.N1C=CC(C(O)=O)=N1.N1C=CC=CC=1.[NH2:36][C:37]1[C:45]([CH3:46])=[CH:44][C:43]([Cl:47])=[CH:42][C:38]=1[C:39](O)=[O:40]>C(#N)C.O>[Br:6][C:7]1[CH:11]=[C:10]([C:12]2[O:14][C:39](=[O:40])[C:38]3[CH:42]=[C:43]([Cl:47])[CH:44]=[C:45]([CH3:46])[C:37]=3[N:36]=2)[N:9]([C:15]2[C:20]([Cl:21])=[CH:19][CH:18]=[CH:17][N:16]=2)[N:8]=1. Reported procedure: Methanesulfonyl chloride (1.0 mL, 1.5 g, 13 mmol) was dissolved in acetonitrile (10 mL), and the mixture was cooled to −5° C. A solution of 3-bromo-1-(3-chloro-2-pyridinyl)-1H-pyrazole-5-carboxylic acid (i.e. the pyrazolecarboxylic acid product of Example 5, Step 1D) (3.02 g, 10 mmol) and pyridine (1.4 mL, 1.4 g, 17 mmol) in acetonitrile (10 mL) was added dropwise over 5 minutes at −5 to 0° C. A slurry formed during the addition. The mixture was stirred 5 minutes at this temperature, and then a ... Starting materials: CCCCN1CCC2=C(CCc3ccccc32)C1, CCO, Cl, O=[Pt]=O. The product is CCCCN1CCC2c3ccccc3CCC2C1, Cl. As a reaction SMILES: [CH2:2]([CH2:3][CH2:4][CH3:5])[N:6]1[CH2:7][C:8]2=[C:13]([c:12]3[c:11]([cH:19][cH:18][cH:17][cH:16]3)[CH2:10][CH2:9]2)[CH2:14][CH2:15]1.[CH3:20][CH2:21][OH:22].[ClH:1].[Pt:23](=[O:24])=[O:25]>>[CH2:2]([CH2:3][CH2:4][CH3:5])[N:6]1[CH2:7][CH:8]2[CH2:9][CH2:10][c:11]3[c:12]([cH:16][cH:17][cH:18][cH:19]3)[CH:13]2[CH2:14][CH2:15]1.[ClH:1].